Dataset: the Open Reaction Database (ORD), a public repository of structured organic reaction records. Task: describe an organic reaction: reactants, conditions, products, and yield Reactants: Cl.O=C1OC2(CN1C1=CC=C(C(=O)OC)C=C1)CCNCC2 (methyl 4-(2-oxo-1-oxa-3,8-diazaspiro[4.5]dec-3-yl)benzoate hydrochloride salt), ClC1=C(C=C(C=O)C=C1)OC(F)(F)F (4-chloro-3-trifluoromethoxybenzaldehyde). Product: ClC1=C(C=C(CN2CCC3(CN(C(O3)=O)C3=CC=C(C(=O)OC)C=C3)CC2)C=C1)OC(F)(F)F (methyl 4-{8-[4-chloro-3-(trifluoromethoxy)benzyl]-2-oxo-1-oxa-3,8-diazaspiro[4.5]dec-3-yl}benzoate), oil. RXN SMILES: Cl.[O:2]=[C:3]1[N:7]([C:8]2[CH:17]=[CH:16][C:11]([C:12]([O:14][CH3:15])=[O:13])=[CH:10][CH:9]=2)[CH2:6][C:5]2([CH2:22][CH2:21][NH:20][CH2:19][CH2:18]2)[O:4]1.[Cl:23][C:24]1[CH:31]=[CH:30][C:27]([CH:28]=O)=[CH:26][C:25]=1[O:32][C:33]([F:36])([F:35])[F:34]>>[Cl:23][C:24]1[CH:31]=[CH:30][C:27]([CH2:28][N:20]2[CH2:21][CH2:22][C:5]3([O:4][C:3](=[O:2])[N:7]([C:8]4[CH:17]=[CH:16][C:11]([C:12]([O:14][CH3:15])=[O:13])=[CH:10][CH:9]=4)[CH2:6]3)[CH2:18][CH2:19]2)=[CH:26][C:25]=1[O:32][C:33]([F:34])([F:36])[F:35] |f:0.1|. Procedure details: The title compound was prepared from methyl 4-(2-oxo-1-oxa-3,8-diazaspiro[4.5]dec-3-yl)benzoate hydrochloride salt (50 mg, 0.153 mmol; Example 1, Step 2) and 4-chloro-3-trifluoromethoxybenzaldehyde (43.7 mg, 0.199 mmol) following essentially the same procedure described in Step 1 of Example 7-6. The title compound was obtained as a yellow oil (76 mg) that was used without any further purification. The reactants are lithiumdiisopropylamide heptane tetrahydrofuran ethylbenzene, BrC=1C=C(C=CC1)Cl (3-bromochlorobenzen), C(=O)=O (dry ice). Run in O1CCCC1 (tetrahydrofuran). Run at temperature -78 celsius, time 2 hour. Yields the product BrC1=C(C(=O)O)C(=CC=C1)Cl (2-bromo-6-chlorobenzoic Acid). As a reaction SMILES: [Br:1][C:2]1[CH:3]=[C:4]([Cl:8])[CH:5]=[CH:6][CH:7]=1.[C:9](=[O:11])=[O:10]>O1CCCC1>[Br:1][C:2]1[CH:7]=[CH:6][CH:5]=[C:4]([Cl:8])[C:3]=1[C:9]([OH:11])=[O:10]. Procedure details: The mixture of 500 mg of 3-bromochlorobenzen and 3 ml of tetrahydrofuran was cooled down to −78° C. and 1.3 ml of 2.0M lithiumdiisopropylamide heptane/tetrahydrofuran/ethylbenzene was added. After stirring it for 2 hours, the mixture was put into dry ice and washed and extracted as described in Referencial Example 1 to obtain a crude material. The crude material was washed with a mixed solvent of hexane-ethyl acetate to obtain the said compound. The reactants are C(C)(=O)N1CC(C2=C(C=C(C(=C12)NC(C(C)(C)C)=O)C)C)CCC(=O)OCC (N-[1-Acetyl-3-(2-ethoxycarbonylethyl)-4,6-dimethylindolin-7-yl]-2,2-dimethylpropanamide), [OH-].[K+] (KOH). Run in CCO (EtOH), O (water). Yields the product C(=O)(O)CCC1CNC2=C(C(=CC(=C12)C)C)NC(C(C)(C)C)=O (N-[3-(2-carboxyethyl)-4,6-dimethylindolin-7-yl]-2,2-dimethylpropanamide). The yield is 70.4%. As a reaction SMILES: C([N:4]1[C:12]2[C:7](=[C:8]([CH3:21])[CH:9]=[C:10]([CH3:20])[C:11]=2[NH:13][C:14](=[O:19])[C:15]([CH3:18])([CH3:17])[CH3:16])[CH:6]([CH2:22][CH2:23][C:24]([O:26]CC)=[O:25])[CH2:5]1)(=O)C.[OH-].[K+]>CCO.O>[C:24]([CH2:23][CH2:22][CH:6]1[C:7]2[C:12](=[C:11]([NH:13][C:14](=[O:19])[C:15]([CH3:17])([CH3:16])[CH3:18])[C:10]([CH3:20])=[CH:9][C:8]=2[CH3:21])[NH:4][CH2:5]1)([OH:26])=[O:25] |f:1.2|. Procedure details: N-[1-Acetyl-3-(2-ethoxycarbonylethyl)-4,6-dimethylindolin-7-yl]-2,2-dimethylpropanamide (2.6 g) was dissolved in EtOH (40 ml), and a solution of KOH (1.3 g) in water (10 ml) was added, which was followed by refluxing for 20 hr. EtOH was evaporated under reduced pressure, and the mixture was adjusted to pH 5 with 2N hydrochloric acid and extracted with CHCl3 (100 ml). The CHCl3 layer was washed with water and dried over anhydrous sodium sulfate. CHCl3 was evaporated under reduced pressure to give... Reactants: CC(C)(N)c1ccc(-c2cncc(Br)c2)cc1, OCCBr, [H-], [Na+], [Na+], CN(C)C=O, [OH-]. Product: CC(C)(NCCO)c1ccc(-c2cncc(Br)c2)cc1. Reaction SMILES: [Br:1][c:2]1[cH:3][c:4](-[c:8]2[cH:9][cH:10][c:11]([C:14]([CH3:15])([CH3:16])[NH2:17])[cH:12][cH:13]2)[cH:5][n:6][cH:7]1.[Br:20][CH2:21][CH2:22][OH:23].[H-:19].[Na+:18].[Na+:25].[O:26]=[CH:27][N:28]([CH3:29])[CH3:30].[OH-:24]>>[Br:1][c:2]1[cH:3][c:4](-[c:8]2[cH:9][cH:10][c:11]([C:14]([CH3:15])([CH3:16])[NH:17][CH2:21][CH2:22][OH:23])[cH:12][cH:13]2)[cH:5][n:6][cH:7]1. Starting materials: C(C)OC=C(C(=O)OCC)C(=O)OCC (diethyl 2-(ethoxymethylene)malonate), CC=1C=CC(=NC1)N (5-methylpyridin-2-amine), C1CCC2=NCCCN2CC1 (DBU), C(C)#N (acetonitrile). Run in ClCCl (dichloromethane), O (water). Reaction conditions: temperature 150 celsius. Yields the product CC=1C=CC=2N(C(C(=CN2)C(=O)OCC)=O)C1 (Ethyl 7-methyl-4-oxo-4H-pyrido[1,2-a]pyrimidine-3-carboxylate). Isolated yield 53.8%. As a reaction SMILES: C(O[CH:4]=[C:5]([C:11]([O:13]CC)=O)[C:6]([O:8][CH2:9][CH3:10])=[O:7])C.[CH3:16][C:17]1[CH:18]=[CH:19][C:20]([NH2:23])=[N:21][CH:22]=1.C1CCN2C(=NCCC2)CC1.C(#N)C>ClCCl.O>[CH3:16][C:17]1[CH:18]=[CH:19][C:20]2[N:21]([CH:22]=1)[C:11](=[O:13])[C:5]([C:6]([O:8][CH2:9][CH3:10])=[O:7])=[CH:4][N:23]=2. Procedure: A mixture of diethyl 2-(ethoxymethylene)malonate (0.60 g, 3 mmol), 5-methylpyridin-2-amine (0.20 g, 2 mmol), DBU (0.1 ml, 0.9 mmol) in acetonitrile (2 g, 49 mmol) was heated under Microwave (CEM) at 150° C. (150 W) for 20 min. The resultant was diluted with dichloromethane and water, and the organic layer was dried over sodium sulfate. The organic solution was concentrated, and the residue was crystallized in dichloromethane and diethyl ether to give the title compound as a pale yellow solid (0.... Starting materials: C(C)(C)N(CC)C(C)C (IPEA), C=1C=CC2=C(C1)N=NN2O (HOBt), ClCCCC(C(=O)O)C1=CC=C(C=C1)N(C)C (5-chloro-2-(4-dimethylaminophenyl)pentanoic acid), C(NN)(=O)OC(C)(C)C (tert-butyl carbazate). Run in O (water), C(C)(=O)OCC (Ethyl acetate), CN(C)C=O (DMF), C(CCl)Cl (EDC). Run at time 5 hour. The product is ClCCCC(C(=O)NNC(=O)OC(C)(C)C)C1=CC=C(C=C1)N(C)C (tert-butyl N′-[5-chloro-2-(4-dimethylaminophenyl)pentanoyl]hydrazinecarboxylate). Isolated yield 37.1%. As a reaction SMILES: C(N(C(C)C)CC)(C)C.C1C=CC2N(O)N=NC=2C=1.[Cl:20][CH2:21][CH2:22][CH2:23][CH:24]([C:28]1[CH:33]=[CH:32][C:31]([N:34]([CH3:36])[CH3:35])=[CH:30][CH:29]=1)[C:25]([OH:27])=O.[C:37]([O:41][C:42]([CH3:45])([CH3:44])[CH3:43])(=[O:40])[NH:38][NH2:39]>CN(C=O)C.O.C(OCC)(=O)C.C(Cl)CCl>[Cl:20][CH2:21][CH2:22][CH2:23][CH:24]([C:28]1[CH:33]=[CH:32][C:31]([N:34]([CH3:36])[CH3:35])=[CH:30][CH:29]=1)[C:25]([NH:39][NH:38][C:37]([O:41][C:42]([CH3:45])([CH3:44])[CH3:43])=[O:40])=[O:27]. Reported procedure: IPEA (0.555 mL), HOBt (175 mg) and EDC (249 mg) were added to a solution of 5-chloro-2-(4-dimethylaminophenyl)pentanoic acid (317 mg) and tert-butyl carbazate (103 mg) in DMF (2.5 mL), and the reaction solution was stirred at room temperature for five hours. Ethyl acetate and water were added to the reaction solution, and the organic layer was separated. The resulting organic layer was washed with brine, dried over anhydrous magnesium sulfate and then concentrated under reduced pressure. The res... Reactants: O=C(O)O, CC(=O)Cc1ccc(OCc2cc(=O)c(O)co2)cc1, NCC(O)c1cccc(Cl)c1, c1ccccc1. Yields the product CC(Cc1ccc(OCc2cc(=O)c(O)co2)cc1)NCC(O)c1cccc(Cl)c1. As a reaction SMILES: [C:21](=[O:22])([OH:23])[OH:24].[CH2:1]([C:2](=[O:3])[CH3:4])[c:5]1[cH:6][cH:7][c:8]([O:9][CH2:10][c:11]2[o:12][cH:13][c:14]([OH:18])[c:15](=[O:17])[cH:16]2)[cH:19][cH:20]1.[Cl:25][c:26]1[cH:27][c:28]([CH:32]([CH2:33][NH2:34])[OH:35])[cH:29][cH:30][cH:31]1.[cH:36]1[cH:37][cH:38][cH:39][cH:40][cH:41]1>>[CH2:1]([CH:2]([CH3:4])[NH:34][CH2:33][CH:32]([c:28]1[cH:27][c:26]([Cl:25])[cH:31][cH:30][cH:29]1)[OH:35])[c:5]1[cH:6][cH:7][c:8]([O:9][CH2:10][c:11]2[o:12][cH:13][c:14]([OH:18])[c:15](=[O:17])[cH:16]2)[cH:19][cH:20]1. Reactants: OCC=1C=C(CC(C(=O)OC)C(=O)OC)C=CC1 (dimethyl 2-[3-(hydroxymethyl)benzyl]malonate), C1(=CC=CC=C1)N=C=O (phenylisocyanate). Yields the product N(C1=CC=CC=C1)C(=O)OCC=1C=C(CC(C(=O)OC)C(=O)OC)C=CC1 (Dimethyl 2-(3-{[(anilinocarbonyl)oxy]methyl}benzyl)malonate). RXN SMILES: [OH:1][CH2:2][C:3]1[CH:4]=[C:5]([CH:16]=[CH:17][CH:18]=1)[CH2:6][CH:7]([C:12]([O:14][CH3:15])=[O:13])[C:8]([O:10][CH3:11])=[O:9].[C:19]1([N:25]=[C:26]=[O:27])[CH:24]=[CH:23][CH:22]=[CH:21][CH:20]=1>>[NH:25]([C:26]([O:1][CH2:2][C:3]1[CH:4]=[C:5]([CH:16]=[CH:17][CH:18]=1)[CH2:6][CH:7]([C:8]([O:10][CH3:11])=[O:9])[C:12]([O:14][CH3:15])=[O:13])=[O:27])[C:19]1[CH:24]=[CH:23][CH:22]=[CH:21][CH:20]=1. Reported procedure: Using dimethyl 2-[3-(hydroxymethyl)benzyl]malonate and phenylisocyanate, the title compound was obtained in the same manner as described in Example 192b). Starting materials: ClC1=CC=C(S1)C=1SC(=CC1)S(=O)(=O)Cl (5′-chloro-[2,2′]bithiophenyl-5-sulfonyl chloride), C(C)(C)(C)OC(=O)N1C(=CC=2C=NC=CC21)CN2C([C@H](CC2)N)=O (2-[3-(S)-amino-2-oxo-pyrrolidin-1-ylmethyl)-pyrrolo[3,2-c]pyridine-1-carboxylic acid tert-butyl ester). The product is C(C)(C)(C)OC(=O)N1C(=CC=2C=NC=CC21)CN2C([C@H](CC2)NS(=O)(=O)C2=CC=C(S2)C=2SC(=CC2)Cl)=O (2-[3-(S)-(5′-Chloro-[2,2′]bithiophenyl-5-sulfonylamino)-2-oxo-pyrrolidin-1-ylmethyl]pyrrolo[3,2-c]pyridine-1-carboxylic acid tert-butyl ester). Reaction SMILES: [Cl:1][C:2]1[S:6][C:5]([C:7]2[S:8][C:9]([S:12](Cl)(=[O:14])=[O:13])=[CH:10][CH:11]=2)=[CH:4][CH:3]=1.[C:16]([O:20][C:21]([N:23]1[C:31]2[CH:30]=[CH:29][N:28]=[CH:27][C:26]=2[CH:25]=[C:24]1[CH2:32][N:33]1[CH2:37][CH2:36][C@H:35]([NH2:38])[C:34]1=[O:39])=[O:22])([CH3:19])([CH3:18])[CH3:17]>>[C:16]([O:20][C:21]([N:23]1[C:31]2[CH:30]=[CH:29][N:28]=[CH:27][C:26]=2[CH:25]=[C:24]1[CH2:32][N:33]1[CH2:37][CH2:36][C@H:35]([NH:38][S:12]([C:9]2[S:8][C:7]([C:5]3[S:6][C:2]([Cl:1])=[CH:3][CH:4]=3)=[CH:11][CH:10]=2)(=[O:14])=[O:13])[C:34]1=[O:39])=[O:22])([CH3:19])([CH3:17])[CH3:18]. Reported procedure: The title compound is prepared as described in EXAMPLE 56, Part A using 5′-chloro-[2,2′]bithiophenyl-5-sulfonyl chloride and 2-[3-(S)-amino-2-oxo-pyrrolidin-1-ylmethyl)-pyrrolo[3,2-c]pyridine-1-carboxylic acid tert-butyl ester as starting material. The crude product can be purified by column chromatography eluting with 5% MeOH/CH2Cl2 to give the title compound as a white solid or used in the subsequent step after an aqueous work-up without further purification. Reactants: C, CCOC(=O)NC1(CN2CCN(C(=O)OCc3ccccc3)CC2=O)CCN(C(=O)OC(C)(C)C)CC1, CCO, [Pd]. Product: CCOC(=O)NC1(CN2CCNCC2=O)CCN(C(=O)OC(C)(C)C)CC1. Reaction SMILES: [C:41].[CH2:1]([O:2][C:3](=[O:4])[N:11]1[CH2:12][C:13](=[O:37])[N:14]([CH2:17][C:18]2([NH:31][C:32](=[O:33])[O:34][CH2:35][CH3:36])[CH2:19][CH2:20][N:21]([C:24](=[O:25])[O:26][C:27]([CH3:28])([CH3:29])[CH3:30])[CH2:22][CH2:23]2)[CH2:15][CH2:16]1)[c:5]1[cH:6][cH:7][cH:8][cH:9][cH:10]1.[CH3:38][CH2:39][OH:40].[Pd:42]>>[NH:11]1[CH2:12][C:13](=[O:37])[N:14]([CH2:17][C:18]2([NH:31][C:32](=[O:33])[O:34][CH2:35][CH3:36])[CH2:19][CH2:20][N:21]([C:24](=[O:25])[O:26][C:27]([CH3:28])([CH3:29])[CH3:30])[CH2:22][CH2:23]2)[CH2:15][CH2:16]1.